Dataset: the Open Reaction Database (ORD), a public repository of structured organic reaction records. Task: describe an organic reaction: reactants, conditions, products, and yield Reaction SMILES: [BH4-:25].[CH3:1][O:2][C:3](=[O:4])[c:5]1[c:6]([NH:12][C:13]([c:14]2[cH:15][c:16]([O:22][CH3:23])[c:17]([O:20][CH3:21])[cH:18][cH:19]2)=[O:24])[s:7][c:8]([CH:10]=[O:11])[cH:9]1.[CH3:27][N:28]([CH3:29])[CH:30]=[O:31].[Na+:26].[O:32]1[CH2:33][CH2:34][CH2:35][CH2:36]1>>[CH3:1][O:2][C:3](=[O:4])[c:5]1[c:6]([NH:12][C:13]([c:14]2[cH:15][c:16]([O:22][CH3:23])[c:17]([O:20][CH3:21])[cH:18][cH:19]2)=[O:24])[s:7][c:8]([CH2:10][OH:11])[cH:9]1. The product is COC(=O)c1cc(CO)sc1NC(=O)c1ccc(OC)c(OC)c1. The reactants are [BH4-], COC(=O)c1cc(C=O)sc1NC(=O)c1ccc(OC)c(OC)c1, CN(C)C=O, [Na+], C1CCOC1. Starting materials: COc1ccccc1-c1nc(N)c(N=O)c(=O)[nH]1, [Na+], [Na+], O, O=S([O-])S(=O)[O-]. Yields the product COc1ccccc1-c1nc(N)c(N)c(=O)[nH]1. Reaction SMILES: [NH2:9][c:10]1[n:11][c:12](-[c:19]2[c:20]([O:25][CH3:26])[cH:21][cH:22][cH:23][cH:24]2)[nH:13][c:14](=[O:18])[c:15]1[N:16]=[O:17].[Na+:7].[Na+:8].[OH2:27].[S:1]([S:2]([O-:3])=[O:4])([O-:5])=[O:6]>>[NH2:9][c:10]1[n:11][c:12](-[c:19]2[c:20]([O:25][CH3:26])[cH:21][cH:22][cH:23][cH:24]2)[nH:13][c:14](=[O:18])[c:15]1[NH2:16]. The reactants are [BH-](OC(=O)C)(OC(=O)C)OC(=O)C.[Na+] (NaBH(OAc)3), O (H2O), IC1=CC=C(C=C1)C1(CC1)C=O (4-iodophenylcyclopropanecarbaldehyde), N1CCCC1 (pyrrolidine). Reagents/catalysts: CC(=O)O (HOAc). The solvent is ClC(C)Cl (dichloroethane). Conditions: time 20 minute. Product: IC1=CC=C(C=C1)C1(CC1)CN1CCCC1 (1-{[1-(4-iodophenyl)cyclopropyl]methyl}pyrrolidine). As a reaction SMILES: [I:1][C:2]1[CH:7]=[CH:6][C:5]([C:8]2([CH:11]=O)[CH2:10][CH2:9]2)=[CH:4][CH:3]=1.[NH:13]1[CH2:17][CH2:16][CH2:15][CH2:14]1.[BH-](OC(C)=O)(OC(C)=O)OC(C)=O.[Na+].O>ClC(Cl)C.CC(O)=O>[I:1][C:2]1[CH:7]=[CH:6][C:5]([C:8]2([CH2:11][N:13]3[CH2:17][CH2:16][CH2:15][CH2:14]3)[CH2:10][CH2:9]2)=[CH:4][CH:3]=1 |f:2.3|. Reported procedure: Part A. 1-(4-Iodophenyl)cyclopropane carboxylic acid (0.64 g, 2.25 mmol) was stirred in THF (10 mL) at 0° C. under N2. Et3N (0.47 mL, 3.37 mmol) was added, followed by dropwise addition of ClCO2Et (0.28 mL, 2.93 mmol). The reaction mixture was then stirred at 0° C. for 30 min. TLC showed the completion of the reaction. The mixture was filtered through a filter funnel and rinsed with anhydrous THF. The THF filtrate (ca.15 mL) was stirred at 0° C. under N2. NaBH4 (0.41 g, 10.8 mmol) was added, fol... Starting materials: OC(C1C(CCCC1)=O)C1=C(C=CC=C1)OC (2-[hydroxy-(2-methoxyphenyl)methyl]-cyclohexanone). The reagents and catalysts are [Pd] (Pd/C), [OH-].[OH-].[Pd+2] (Pd(OH)2/C). Solvent: CO.CCOC(=O)C (MeOH EtOAc). Run at time 28 hour. Yields the product COC1=C(CC2C(CCCC2)=O)C=CC=C1 (2-(2-methoxybenzyl)cyclohexanone). The yield is 76.7%. RXN SMILES: O[CH:2]([C:10]1[CH:15]=[CH:14][CH:13]=[CH:12][C:11]=1[O:16][CH3:17])[CH:3]1[CH2:8][CH2:7][CH2:6][CH2:5][C:4]1=[O:9]>CO.CCOC(C)=O.[Pd].[OH-].[OH-].[Pd+2]>[CH3:17][O:16][C:11]1[CH:12]=[CH:13][CH:14]=[CH:15][C:10]=1[CH2:2][CH:3]1[CH2:8][CH2:7][CH2:6][CH2:5][C:4]1=[O:9] |f:1.2,4.5.6|. Procedure details: A mixture of 2-[hydroxy-(2-methoxyphenyl)methyl]-cyclohexanone (3.71 g), 10% Pd/C (wet) (1.0 g), and 20% Pd(OH)2/C (180 mg) in MeOH-EtOAc (2:1, 150 ml) was stirred under hydrogen atmosphere at room temperature for 28 hours. The catalyst was removed by filtration and the filtrate was evaporated. The residue was purified by silica gel column chromatography (hexane-EtOAc 7:1) to give 2-(2-methoxybenzyl)cyclohexanone (2.65 g) as an oil. Starting materials: COC(=O)C(Cc1ccc(-c2ccnc(C)c2C)cc1)NC(=O)C1Cc2cc3c(cc2CN1)OC(c1ccc(OCc2ccc(Cl)c(Cl)c2)cc1)CO3, Cc1cccc(C=O)n1, Cl, Cl. The product is COC(=O)C(Cc1ccc(-c2ccnc(C)c2C)cc1)NC(=O)C1Cc2cc3c(cc2CN1Cc1cccc(C)n1)OC(c1ccc(OCc2ccc(Cl)c(Cl)c2)cc1)CO3. RXN SMILES: [CH3:3][O:4][C:5]([CH:6]([CH2:7][c:8]1[cH:9][cH:10][c:11](-[c:14]2[c:15]([CH3:21])[c:16]([CH3:20])[n:17][cH:18][cH:19]2)[cH:12][cH:13]1)[NH:22][C:23](=[O:24])[CH:25]1[NH:26][CH2:27][c:28]2[cH:29][c:30]3[c:31]([cH:32][c:33]2[CH2:34]1)[O:35][CH2:36][CH:37]([c:39]1[cH:40][cH:41][c:42]([O:45][CH2:46][c:47]2[cH:48][c:49]([Cl:54])[c:50]([Cl:53])[cH:51][cH:52]2)[cH:43][cH:44]1)[O:38]3)=[O:55].[CH3:56][c:57]1[cH:58][cH:59][cH:60][c:61]([CH:63]=[O:64])[n:62]1.[ClH:1].[ClH:2]>>[CH3:3][O:4][C:5]([CH:6]([CH2:7][c:8]1[cH:9][cH:10][c:11](-[c:14]2[c:15]([CH3:21])[c:16]([CH3:20])[n:17][cH:18][cH:19]2)[cH:12][cH:13]1)[NH:22][C:23](=[O:24])[CH:25]1[N:26]([CH2:63][c:61]2[cH:60][cH:59][cH:58][c:57]([CH3:56])[n:62]2)[CH2:27][c:28]2[cH:29][c:30]3[c:31]([cH:32][c:33]2[CH2:34]1)[O:35][CH2:36][CH:37]([c:39]1[cH:40][cH:41][c:42]([O:45][CH2:46][c:47]2[cH:48][c:49]([Cl:54])[c:50]([Cl:53])[cH:51][cH:52]2)[cH:43][cH:44]1)[O:38]3)=[O:55].